Dataset: the Open Reaction Database (ORD), a public repository of structured organic reaction records. Task: describe an organic reaction: reactants, conditions, products, and yield Reactants: CC(C)CCP(=S)(CCC(C)C)CCC(C)C, O=S(=O)(O)c1ccc(Cl)cc1, Clc1ccccc1. The product is CC(C)CCP(=O)(CCC(C)C)CCC(C)C. Reaction SMILES: [CH2:1]([CH2:2][CH:3]([CH3:4])[CH3:5])[P:6]([CH2:7][CH2:8][CH:9]([CH3:10])[CH3:11])([CH2:12][CH2:13][CH:14]([CH3:15])[CH3:16])=[S:17].[Cl:18][c:19]1[cH:20][cH:21][c:22]([S:23]([OH:24])(=[O:25])=[O:26])[cH:27][cH:28]1.[Cl:29][c:30]1[cH:31][cH:32][cH:33][cH:34][cH:35]1>>[CH2:1]([CH2:2][CH:3]([CH3:4])[CH3:5])[P:6]([CH2:7][CH2:8][CH:9]([CH3:10])[CH3:11])([CH2:12][CH2:13][CH:14]([CH3:15])[CH3:16])=[O:26]. Starting materials: COCCCCn1c(C(=O)N(CC(C)C)C2CN(C(=O)OC(C)(C)C)CC(C)(C(=O)[O-])C2)nc2ccccc21, CO, [Na+], [OH-]. Yields the product COCCCCn1c(C(=O)N(CC(C)C)C2CC(C(=O)O)CN(C(=O)OC(C)(C)C)C2)nc2ccccc21. Reaction SMILES: [CH3:1][C:2]1([C:37](=[O:38])[O-:39])[CH2:3][N:4]([C:30](=[O:31])[O:32][C:33]([CH3:34])([CH3:35])[CH3:36])[CH2:5][CH:6]([N:8]([CH2:9][CH:10]([CH3:11])[CH3:12])[C:13](=[O:14])[c:15]2[n:16][c:17]3[c:18]([n:19]2[CH2:20][CH2:21][CH2:22][CH2:23][O:24][CH3:25])[cH:26][cH:27][cH:28][cH:29]3)[CH2:7]1.[CH3:42][OH:43].[Na+:41].[OH-:40]>>[CH:2]1([C:37](=[O:38])[OH:39])[CH2:3][N:4]([C:30](=[O:31])[O:32][C:33]([CH3:34])([CH3:35])[CH3:36])[CH2:5][CH:6]([N:8]([CH2:9][CH:10]([CH3:11])[CH3:12])[C:13](=[O:14])[c:15]2[n:16][c:17]3[c:18]([n:19]2[CH2:20][CH2:21][CH2:22][CH2:23][O:24][CH3:25])[cH:26][cH:27][cH:28][cH:29]3)[CH2:7]1. Reactants: O (Water), ClC1=CC=C(C=C1)S(=O)(=O)NCCC=1C=C(C=C(C1)C(C1=CC=C(C=C1)F)=O)CCC(=O)O (3-[2-[(4-chlorophenyl)sulphonylamino]ethyl]-5-(4-fluorobenzoyl)benzenepropanoic acid), C([O-])([O-])=O.[K+].[K+] (potassium carbonate), C([O-])([O-])=O.[K+].[K+] (potassium carbonate). The solvent is CO (methanol). Yields the product ClC1=CC=C(C=C1)S(=O)(=O)NCCC=1C=C(C=C(C1)C(C1=CC=C(C=C1)OC)=O)CCC(=O)O (3- [2-[(4-Chlorophenyl)sulphonylamino]ethyl]-5-(4-methoxybenzoyl) benzenepropanoic acid). Isolated yield 85.9%. RXN SMILES: [Cl:1][C:2]1[CH:7]=[CH:6][C:5]([S:8]([NH:11][CH2:12][CH2:13][C:14]2[CH:15]=[C:16]([CH2:29][CH2:30][C:31]([OH:33])=[O:32])[CH:17]=[C:18]([C:20](=[O:28])[C:21]3[CH:26]=[CH:25][C:24](F)=[CH:23][CH:22]=3)[CH:19]=2)(=[O:10])=[O:9])=[CH:4][CH:3]=1.[C:34](=O)([O-])[O-:35].[K+].[K+].O>CO>[Cl:1][C:2]1[CH:7]=[CH:6][C:5]([S:8]([NH:11][CH2:12][CH2:13][C:14]2[CH:15]=[C:16]([CH2:29][CH2:30][C:31]([OH:33])=[O:32])[CH:17]=[C:18]([C:20](=[O:28])[C:21]3[CH:26]=[CH:25][C:24]([O:35][CH3:34])=[CH:23][CH:22]=3)[CH:19]=2)(=[O:10])=[O:9])=[CH:4][CH:3]=1 |f:1.2.3|. Procedure details: A mixture of 3-[2-[(4-chlorophenyl)sulphonylamino]ethyl]-5-(4-fluorobenzoyl)benzenepropanoic acid (0.25 g) and potassium carbonate (0.212 g) in anhydrous methanol (5.0 ml) was heated under reflux for 18 hours. Additional potassium carbonate (0.212 g) was added and the mixture was heated under reflux for a further 20 hours and then cooled. Water (15 ml) was added and the solution was evaporated to about 10 ml and then acidified with 2N hydrochloric acid. The mixture was extracted several times wi... The reactants are CC(=O)O, CC(=O)C1(C)CC=C(C)CC1C, [Mg]. Yields the product CC1=CCC(C)(C(C)(C)O)C(C)C1. RXN SMILES: [CH3:14][C:15](=[O:16])[OH:17].[CH3:1][C:2]1([C:10]([CH3:11])=[O:12])[CH2:3][CH:4]=[C:5]([CH3:9])[CH2:6][CH:7]1[CH3:8].[Mg:13]>>[CH3:1][C:2]1([C:10]([CH3:11])([OH:12])[CH3:14])[CH2:3][CH:4]=[C:5]([CH3:9])[CH2:6][CH:7]1[CH3:8]. The reactants are CCO, NCCCN1C(=O)C2(OCCCO2)c2cc(S(=O)(=O)N3CCCC3COc3ccccc3)ccc21, N. The product is O=S(=O)(c1ccc2c(c1)C1(OCCCO1)C1=NCCCN12)N1CCCC1COc1ccccc1. Reaction SMILES: [CH3:36][CH2:37][OH:38].[NH2:1][CH2:2][CH2:3][CH2:4][N:5]1[C:6](=[O:35])[C:7]2([O:8][CH2:9][CH2:10][CH2:11][O:12]2)[c:13]2[cH:14][c:15]([S:19](=[O:20])(=[O:21])[N:22]3[CH:23]([CH2:27][O:28][c:29]4[cH:30][cH:31][cH:32][cH:33][cH:34]4)[CH2:24][CH2:25][CH2:26]3)[cH:16][cH:17][c:18]21.[NH3:39]>>[N:1]1=[C:6]2[N:5]([CH2:4][CH2:3][CH2:2]1)[c:18]1[c:13]([cH:14][c:15]([S:19](=[O:20])(=[O:21])[N:22]3[CH:23]([CH2:27][O:28][c:29]4[cH:30][cH:31][cH:32][cH:33][cH:34]4)[CH2:24][CH2:25][CH2:26]3)[cH:16][cH:17]1)[C:7]21[O:8][CH2:9][CH2:10][CH2:11][O:12]1.